Dataset: the Open Reaction Database (ORD), a public repository of structured organic reaction records. Task: describe an organic reaction: reactants, conditions, products, and yield The reactants are CN1[C@@H](CCC1)CO ([(2S)-1-methylpyrrolidin-2-yl]methanol), [H-].[Na+] (NaH), ClC1=C(C=C(C=C1)[N+](=O)[O-])OC (1-chloro-2-methoxy-4-nitrobenzene). Run in CN(C)C=O (DMF), CN(C)C=O (DMF). Reaction conditions: time 30 minute. Yields the product COC1=C(OC[C@H]2N(CCC2)C)C=CC(=C1)[N+](=O)[O-] ((2S)-2-[(2-methoxy-4-nitrophenoxy)methyl]-1-methylpyrrolidine). Yield: 63.0%. As a reaction SMILES: [CH3:1][N:2]1[CH2:6][CH2:5][CH2:4][C@H:3]1[CH2:7][OH:8].[H-].[Na+].Cl[C:12]1[CH:17]=[CH:16][C:15]([N+:18]([O-:20])=[O:19])=[CH:14][C:13]=1[O:21][CH3:22]>CN(C=O)C>[CH3:22][O:21][C:13]1[CH:14]=[C:15]([N+:18]([O-:20])=[O:19])[CH:16]=[CH:17][C:12]=1[O:8][CH2:7][C@@H:3]1[CH2:4][CH2:5][CH2:6][N:2]1[CH3:1] |f:1.2|. Procedure: A mixture of [(2S)-1-methylpyrrolidin-2-yl]methanol (11.5 g, 0.10 mol), DMF (150 mL) and NaH (4.0 g, 60% in mineral oil, 0.1 mol) was agitated for 30 minutes under an atmosphere of nitrogen. A DMF (100 mL) solution of 1-chloro-2-methoxy-4-nitrobenzene (18.7 g, 0.10 mol) was added and the mixture agitated overnight at RT. The mixture was concentrated, diluted with ethyl acetate, extracted three times with water, dried, filtered, then concentrated to give the product as a tan oil (16.78 g, 63%). L... Reactants: COC=1C=C2C(N(C=NC2=CC1OCCNC)COC(C(C)(C)C)=O)=O (6-methoxy-7-(2-(methylamino)ethoxy)-3-((pivaloyloxy)methyl)-3,4-dihydroquinazolin-4-one), ClC1=NC=NC(=C1)C (4-chloro-6-methylpyrimidine), C(C)(C)N(C(C)C)CC (N,N-diisopropylethylamine). Yields the product COC=1C=C2C(N(C=NC2=CC1OCCN(C1=NC=NC(=C1)C)C)COC(C(C)(C)C)=O)=O (6-methoxy-7-(2-(N-methyl-N-(6-methylpyrimidin-4-yl)amino)ethoxy)-3-((pivaloyloxy)methyl)-3,4-dihydroquinazolin-4-one). The yield is 80.0%. As a reaction SMILES: [CH3:1][O:2][C:3]1[CH:4]=[C:5]2[C:10](=[CH:11][C:12]=1[O:13][CH2:14][CH2:15][NH:16][CH3:17])[N:9]=[CH:8][N:7]([CH2:18][O:19][C:20](=[O:25])[C:21]([CH3:24])([CH3:23])[CH3:22])[C:6]2=[O:26].ClC1[CH:33]=[C:32]([CH3:34])[N:31]=[CH:30][N:29]=1.[CH:35](N(CC)C(C)C)(C)C>>[CH3:1][O:2][C:3]1[CH:4]=[C:5]2[C:10](=[CH:11][C:12]=1[O:13][CH2:14][CH2:15][N:16]([CH3:35])[C:17]1[CH:33]=[C:32]([CH3:34])[N:31]=[CH:30][N:29]=1)[N:9]=[CH:8][N:7]([CH2:18][O:19][C:20](=[O:25])[C:21]([CH3:23])([CH3:22])[CH3:24])[C:6]2=[O:26]. Procedure: A solution of 6-methoxy-7-(2-(methylamino)ethoxy)-3-((pivaloyloxy)methyl)-3,4-dihydroquinazolin-4-one (363 mg, 1 mmol) and 4-chloro-6-methylpyrimidine (257 mg, 2 mmol), (J. Het. Chem., 1969, 6, 879), in N,N-diisopropylethylamine (2 ml) was heated at reflux for 30 minutes. The volatiles were removed by evaporation and the residue was partitioned between ethyl acetate and water. The organic layer was separated, washed with brine, dried (MgSO4) and the solvent removed by evaporation. The residue wa... The reactants are OC1=CC=C2CNC(C2=C1)=O (6-hydroxyisoindolin-1-one), C(C#C)Br (propargyl bromide), C(=O)([O-])[O-].[K+].[K+] (K2CO3). Reaction SMILES: [OH:1][C:2]1[CH:10]=[C:9]2[C:5]([CH2:6][NH:7][C:8]2=[O:11])=[CH:4][CH:3]=1.[CH2:12](Br)[C:13]#[CH:14].C([O-])([O-])=O.[K+].[K+]>CC(C)=O>[CH2:14]([O:1][C:2]1[CH:10]=[C:9]2[C:5]([CH2:6][NH:7][C:8]2=[O:11])=[CH:4][CH:3]=1)[C:13]#[CH:12] |f:2.3.4|. Product: C(C#C)OC1=CC=C2CNC(C2=C1)=O (6-(prop-2-ynyloxy)isoindolin-1-one). Isolated yield 68.7%. Run in CC(=O)C (acetone). Procedure: The mixture of 6-hydroxyisoindolin-1-one ((73), 5.1 g, 34.2 mmol), propargyl bromide (80% solution in toluene, 5.70 ml, 51.3 mmol) K2CO3 (9.44 g, 68.4 mmol), KI (1.14 g, 6.8 mmol) in acetone was refluxed for overnight. The reaction mixture was filtered under vacuum and concentrated in vacuo to give the title compound (4.4 g, 68%) as a solid. MS (ES) m/z 188.1. Starting materials: Cn1ncc2cc(C(C)(O)c3cnc4ccc(Cl)nn34)ccc21, Cn1ncc2cc(Cc3cnc4ccc(Cl)nn34)ccc21. The product is CC(c1ccc2c(cnn2C)c1)c1cnc2ccc(Cl)nn12. As a reaction SMILES: [Cl:1][c:2]1[cH:3][cH:4][c:5]2[n:6]([n:7]1)[c:8]([C:11]([CH3:12])([OH:13])[c:14]1[cH:15][c:16]3[cH:17][n:18][n:19]([CH3:23])[c:20]3[cH:21][cH:22]1)[cH:9][n:10]2.[Cl:24][c:25]1[cH:26][cH:27][c:28]2[n:29]([c:30]([CH2:31][c:32]3[cH:33][c:34]4[c:35]([cH:36][cH:37]3)[n:38]([CH3:39])[n:40][cH:41]4)[cH:42][n:43]2)[n:44]1>>[Cl:1][c:2]1[cH:3][cH:4][c:5]2[n:6]([n:7]1)[c:8]([CH:11]([CH3:12])[c:14]1[cH:15][c:16]3[cH:17][n:18][n:19]([CH3:23])[c:20]3[cH:21][cH:22]1)[cH:9][n:10]2. Starting materials: O1C(COC2=CC=C(CC#N)C=C2)C1 (4-(2,3-epoxypropoxy)benzylcyanide), C(C)(C)(C)OC(=O)N1CCNCC1 (1-(tert-butoxycarbonyl)piperazine). Solvent: CO (methanol). The product is OC(COC1=CC=C(CC#N)C=C1)CN1CCN(CC1)C(=O)OC(C)(C)C (4-[2-Hydroxy-3-[4-(tert-butoxycarbonyl)-1-piperazinyl]propoxy]benzylcyanide). Isolated yield 70.1%. RXN SMILES: [O:1]1[CH2:14][CH:2]1[CH2:3][O:4][C:5]1[CH:13]=[CH:12][C:8]([CH2:9][C:10]#[N:11])=[CH:7][CH:6]=1.[C:15]([O:19][C:20]([N:22]1[CH2:27][CH2:26][NH:25][CH2:24][CH2:23]1)=[O:21])([CH3:18])([CH3:17])[CH3:16]>CO>[OH:1][CH:2]([CH2:14][N:25]1[CH2:24][CH2:23][N:22]([C:20]([O:19][C:15]([CH3:18])([CH3:17])[CH3:16])=[O:21])[CH2:27][CH2:26]1)[CH2:3][O:4][C:5]1[CH:13]=[CH:12][C:8]([CH2:9][C:10]#[N:11])=[CH:7][CH:6]=1. Reported procedure: A solution of 4-(2,3-epoxypropoxy)benzylcyanide (2.84 g, 15 mmol) and 1-(tert-butoxycarbonyl)piperazine (4.2 g, 22.5 mmol) in methanol (35 ml) was stirred at room temperature for 3 hours and the solvent was removed. The residue was dissolved in 200 ml of ethyl acetate, washed with water, dried over MgSO4 and concentrated. The obtained crude product was chromatographed on a silica gel column eluting with ethyl acetate. The obtained sticky material was triturated with hexane to give 3.95 g of the ... Starting materials: BrCC1CCC1 (bromomethylcyclobutane), Cl.Cl.C1=C2[C@@H]3[C@H](CN4C2=C(C=C1)CCC4)CNC3 ((±) -cis-5,6,8,8a,9,10,11,11a-octahydro-4H-pyrido[3,2,1-ij]pyrrolo[3,4-c]quinoline, bis-hydrochloride salt). Yields the product Cl.Cl.C1(CCC1)CN1C[C@H]2CN3C4=C(C=CC=C4[C@H]2C1)CCC3 ((±)-cis-10-(cyclobutylmethyl)-5,6,8,8a,9,10,11,11a-octahydro-4H-pyrido[3,2,1-ij]pyrrolo[3,4-c]quinoline, bis-hydrochloride salt). RXN SMILES: Br[CH2:2][CH:3]1[CH2:6][CH2:5][CH2:4]1.[ClH:7].Cl.[CH:9]1[CH:18]=[CH:17][C:16]2[CH2:19][CH2:20][CH2:21][N:14]3[C:15]=2[C:10]=1[C@H:11]1[CH2:24][NH:23][CH2:22][C@H:12]1[CH2:13]3>>[ClH:7].[ClH:7].[CH:3]1([CH2:2][N:23]2[CH2:24][C@H:11]3[C@H:12]([CH2:13][N:14]4[CH2:21][CH2:20][CH2:19][C:16]5[CH:17]=[CH:18][CH:9]=[C:10]3[C:15]4=5)[CH2:22]2)[CH2:6][CH2:5][CH2:4]1 |f:1.2.3,4.5.6|. Procedure: Using bromomethylcyclobutane and following the procedures described in EXAMPLE 104, (±)-cis-5,6,8,8a,9,10,11,11a-octahydro-4H-pyrido[3,2,1-ij]pyrrolo[3,4-c]quinoline free base from EXAMPLE 11 was converted into the title compound of EXAMPLE 105 as an off-white powder. 1H NMR (dmso-D6) δ: 11.10 (broad s, 1H), 6.90-6.78 (m, 2H), 6.65-6.55 (m, 1H), 3.90-3.80 (m, 1H), 3.79-3.70 (m, 1H), 3.60-3.30 (m, 3H), 3.20-2.95 (m, 4H), 2.90-2.65 (m, 5H), 2.08-1.98 (m, 2H), 1.95-1.70 (m, 7H). LRMS (ES)+: 283.2 (... The reactants are CCC#N, C[N+](C)(C)C, CCCCCCC(C)=O, O=[Ca], [OH-], O. Yields the product CCCCCCC(C)=C(C)C#N. As a reaction SMILES: [C:10]([CH2:11][CH3:12])#[N:13].[CH3:17][N+:18]([CH3:19])([CH3:20])[CH3:21].[CH3:1][C:2]([CH2:3][CH2:4][CH2:5][CH2:6][CH2:7][CH3:8])=[O:9].[O:14]=[Ca:15].[OH-:16].[OH2:22]>>[CH3:1][C:2]([CH2:3][CH2:4][CH2:5][CH2:6][CH2:7][CH3:8])=[C:11]([C:10]#[N:13])[CH3:12]. Reactants: CCOC(=O)N1CCN(C(=O)C(CCC(=O)OC(C)(C)C)NC(=O)c2cc(OCC(=O)OCc3ccccc3)n(-c3cccc(F)c3)n2)CC1, CCOC(C)=O, [H][H]. Product: CCOC(=O)N1CCN(C(=O)C(CCC(=O)OC(C)(C)C)NC(=O)c2cc(OCC(=O)O)n(-c3cccc(F)c3)n2)CC1. Reaction SMILES: [CH2:1]([CH3:2])[O:3][C:4](=[O:5])[N:6]1[CH2:7][CH2:8][N:9]([C:12]([CH:13]([CH2:14][CH2:15][C:16](=[O:17])[O:18][C:19]([CH3:20])([CH3:21])[CH3:22])[NH:23][C:24](=[O:25])[c:26]2[n:27][n:28](-[c:43]3[cH:44][c:45]([F:49])[cH:46][cH:47][cH:48]3)[c:29]([O:31][CH2:32][C:33](=[O:34])[O:35][CH2:36][c:37]3[cH:38][cH:39][cH:40][cH:41][cH:42]3)[cH:30]2)=[O:50])[CH2:10][CH2:11]1.[CH3:53][CH2:54][O:55][C:56](=[O:57])[CH3:58].[H:51][H:52]>>[CH2:1]([CH3:2])[O:3][C:4](=[O:5])[N:6]1[CH2:7][CH2:8][N:9]([C:12]([CH:13]([CH2:14][CH2:15][C:16](=[O:17])[O:18][C:19]([CH3:20])([CH3:21])[CH3:22])[NH:23][C:24](=[O:25])[c:26]2[n:27][n:28](-[c:43]3[cH:44][c:45]([F:49])[cH:46][cH:47][cH:48]3)[c:29]([O:31][CH2:32][C:33](=[O:34])[OH:35])[cH:30]2)=[O:50])[CH2:10][CH2:11]1.